From a dataset of the Open Reaction Database (ORD), a public repository of structured organic reaction records. describe an organic reaction: reactants, conditions, products, and yield Reactants: COc1c(Oc2ccccc2C)cccc1C(N)C(=O)O, CC(=O)OC(C)=O, I, [Na+], [OH-], O. The product is Cc1ccccc1Oc1cccc(C(N)C(=O)O)c1O. Reaction SMILES: [CH3:1][O:2][c:3]1[c:4]([CH:17]([NH2:18])[C:19](=[O:20])[OH:21])[cH:5][cH:6][cH:7][c:8]1[O:9][c:10]1[c:11]([CH3:16])[cH:12][cH:13][cH:14][cH:15]1.[CH3:22][C:23]([O:24][C:25](=[O:26])[CH3:27])=[O:28].[IH:29].[Na+:31].[OH-:30].[OH2:32]>>[OH:2][c:3]1[c:4]([CH:17]([NH2:18])[C:19](=[O:20])[OH:21])[cH:5][cH:6][cH:7][c:8]1[O:9][c:10]1[c:11]([CH3:16])[cH:12][cH:13][cH:14][cH:15]1. Starting materials: Cc1ccc(CCCN)c(C)c1, [Na+], [Na+], O=C([O-])[O-], CC(C)(C)OC(=O)NC(Cc1ccccc1)C1CO1. Product: Cc1ccc(CCCNCC(O)C(Cc2ccccc2)NC(=O)OC(C)(C)C)c(C)c1. As a reaction SMILES: [CH3:26][c:27]1[c:28]([CH2:34][CH2:35][CH2:36][NH2:37])[cH:29][cH:30][c:31]([CH3:33])[cH:32]1.[Na+:20].[Na+:21].[O-:22][C:23](=[O:24])[O-:25].[O:1]1[CH:2]([CH:4]([CH2:5][c:6]2[cH:7][cH:8][cH:9][cH:10][cH:11]2)[NH:12][C:13]([O:14][C:15]([CH3:16])([CH3:17])[CH3:18])=[O:19])[CH2:3]1>>[OH:1][CH:2]([CH2:3][NH:37][CH2:36][CH2:35][CH2:34][c:28]1[c:27]([CH3:26])[cH:32][c:31]([CH3:33])[cH:30][cH:29]1)[CH:4]([CH2:5][c:6]1[cH:7][cH:8][cH:9][cH:10][cH:11]1)[NH:12][C:13]([O:14][C:15]([CH3:16])([CH3:17])[CH3:18])=[O:19]. Reactants: CC(=O)NC1CCNC1, O=C([O-])O, CC#N, CCOC(=O)c1cn(C2CC2)c2nc(Cl)c(F)cc2c1=O, [Na+]. Product: CCOC(=O)c1cn(C2CC2)c2nc(N3CCC(NC(C)=O)C3)c(F)cc2c1=O. Reaction SMILES: [C:22]([CH3:23])(=[O:24])[NH:25][CH:26]1[CH2:27][NH:28][CH2:29][CH2:30]1.[C:31](=[O:32])([OH:33])[O-:34].[CH3:36][C:37]#[N:38].[Cl:1][c:2]1[c:3]([F:21])[cH:4][c:5]2[c:6](=[O:20])[c:7]([C:15](=[O:16])[O:17][CH2:18][CH3:19])[cH:8][n:9]([CH:12]3[CH2:13][CH2:14]3)[c:10]2[n:11]1.[Na+:35]>>[c:2]1([N:28]2[CH2:27][CH:26]([NH:25][C:22]([CH3:23])=[O:24])[CH2:30][CH2:29]2)[c:3]([F:21])[cH:4][c:5]2[c:6](=[O:20])[c:7]([C:15](=[O:16])[O:17][CH2:18][CH3:19])[cH:8][n:9]([CH:12]3[CH2:13][CH2:14]3)[c:10]2[n:11]1. Product: CNCc1ccc(-c2cccc3ccc(-n4cnc5cc(OC)ccc54)nc23)cc1. Reaction SMILES: [C:36](#[N:37])[BH3-:38].[CH3:1][O:2][c:3]1[cH:4][c:5]2[c:6]([n:7](-[c:10]3[n:11][c:12]4[c:13](-[c:20]5[cH:21][cH:22][c:23]([CH:24]=[O:25])[cH:26][cH:27]5)[cH:14][cH:15][cH:16][c:17]4[cH:18][cH:19]3)[cH:8][n:9]2)[cH:28][cH:29]1.[CH3:30][NH2:31].[CH3:32][C:33](=[O:34])[OH:35].[CH3:40][OH:41].[N:42]#[N:43].[Na+:39]>>[CH3:1][O:2][c:3]1[cH:4][c:5]2[c:6]([n:7](-[c:10]3[n:11][c:12]4[c:13](-[c:20]5[cH:21][cH:22][c:23]([CH2:24][NH:37][CH3:36])[cH:26][cH:27]5)[cH:14][cH:15][cH:16][c:17]4[cH:18][cH:19]3)[cH:8][n:9]2)[cH:28][cH:29]1. Starting materials: [BH3-]C#N, COc1ccc2c(c1)ncn2-c1ccc2cccc(-c3ccc(C=O)cc3)c2n1, CN, CC(=O)O, CO, N#N, [Na+]. Starting materials: [Mg+]CCc1ccccc1, CCOC(C)=O, COC1=CC(=O)CC1, [Cl-]. Yields the product O=C1C=C(CCc2ccccc2)CC1. Reaction SMILES: [CH2:10]([CH2:11][c:12]1[cH:13][cH:14][cH:15][cH:16][cH:17]1)[Mg+:18].[CH3:19][CH2:20][O:21][C:22](=[O:23])[CH3:24].[CH3:1][O:2][C:3]1=[CH:4][C:5](=[O:8])[CH2:6][CH2:7]1.[Cl-:9]>>[C:3]1([CH2:10][CH2:11][c:12]2[cH:13][cH:14][cH:15][cH:16][cH:17]2)=[CH:4][C:5](=[O:8])[CH2:6][CH2:7]1. Starting materials: C1=C(C=CC=C1O)C (m-cresol), OO (H2O2). The reagents and catalysts are Ti-superoxide. Run in C(C)(=O)O (acetic acid). Run at temperature 55 celsius. Yields the product CC=1C(C=CC(C1)=O)=O (2-methyl-1,4-benzoquinone). As a reaction SMILES: [CH:1]1[C:6]([OH:7])=[CH:5][CH:4]=[CH:3][C:2]=1[CH3:8].[OH:9]O>C(O)(=O)C>[CH3:8][C:2]1[C:3](=[O:9])[CH:4]=[CH:5][C:6](=[O:7])[CH:1]=1. Procedure details: A mixture of m-cresol (5 mmol) and Ti-superoxide catalyst (125 mg, 20% w/w) in acetic acid (5 ml) was heated with stirring at 50-60° C. under inert atmosphere. To this reaction mixture was added aq. 30% H2O2 (20 mmol) drop wise over 15 min. and heated for 1 h. The catalyst was recovered by simple filtration and 2-methyl-1,4-benzoquinone formed (99%) was separated by chromatographic purification. Reactants: FC1=CC=C(C=C1)C=1OC(=C(N1)C1=CC=NC=C1)C1(CCN(CC1)C(=O)OC(C)(C)C)O (tert-Butyl 4-[2-(4-fluorophenyl)-4-(pyridin-4-yl)-1,3-oxazol-5-yl]-4-hydroxypiperidine-1-carboxylate), C(Cl)Cl.C(=O)(C(F)(F)F)O (DCM TFA). The product is FC1=CC=C(C=C1)C=1OC(=C(N1)C1=CC=NC=C1)C1(CCNCC1)O (4-[2-(4-fluorophenyl)-4-(pyridin-4-yl)-1,3-oxazol-5-yl]piperidin-4-ol). RXN SMILES: [F:1][C:2]1[CH:7]=[CH:6][C:5]([C:8]2[O:9][C:10]([C:19]3([OH:32])[CH2:24][CH2:23][N:22](C(OC(C)(C)C)=O)[CH2:21][CH2:20]3)=[C:11]([C:13]3[CH:18]=[CH:17][N:16]=[CH:15][CH:14]=3)[N:12]=2)=[CH:4][CH:3]=1.C(Cl)Cl.C(O)(C(F)(F)F)=O>>[F:1][C:2]1[CH:7]=[CH:6][C:5]([C:8]2[O:9][C:10]([C:19]3([OH:32])[CH2:20][CH2:21][NH:22][CH2:23][CH2:24]3)=[C:11]([C:13]3[CH:14]=[CH:15][N:16]=[CH:17][CH:18]=3)[N:12]=2)=[CH:4][CH:3]=1 |f:1.2|. Reported procedure: tert-Butyl 4-[2-(4-fluorophenyl)-4-(pyridin-4-yl)-1,3-oxazol-5-yl]-4-hydroxypiperidine-1-carboxylate (60 mg, 0.14 mmol) was stirred in 4:1 DCM/TFA (5 ml) at room temperature for 3 h. Then the volatiles were removed under vacuum, and the resulting residue was purified by reverse phase HPLC (0.05% TFA-water-acetonitrile) to give the title compound. LC-MS m/e 340.15 [M+1]+. Reactants: Cl.FC=1C=C(C=C(C1)F)[C@@H](C(C)C)C1CNC1 (3-[(1S)-1-(3,5-difluorophenyl)-2-methylpropyl]azetidine hydrochloride), C(=O)([O-])[O-].[Cs+].[Cs+] (Cs2CO3), BrC(C=1C=C(C#N)C=CC1)C1=CC=C(C=C1)Cl (3-[bromo(4-chlorophenyl)methyl]benzonitrile). The solvent is C(C)#N (acetonitrile). Run at time 15 minute. Yields the product ClC1=CC=C(C=C1)[C@@H](C=1C=C(C#N)C=CC1)N1CC(C1)[C@H](C(C)C)C1=CC(=CC(=C1)F)F (3-((S)-(4-chlorophenyl){3-[(1S)-1-(3,5-difluorophenyl)-2-methylpropyl]azetidin-1-yl}methyl)benzonitrile). As a reaction SMILES: Cl.[F:2][C:3]1[CH:4]=[C:5]([C@H:10]([CH:14]2[CH2:17][NH:16][CH2:15]2)[CH:11]([CH3:13])[CH3:12])[CH:6]=[C:7]([F:9])[CH:8]=1.C([O-])([O-])=O.[Cs+].[Cs+].Br[CH:25]([C:34]1[CH:39]=[CH:38][C:37]([Cl:40])=[CH:36][CH:35]=1)[C:26]1[CH:27]=[C:28]([CH:31]=[CH:32][CH:33]=1)[C:29]#[N:30]>C(#N)C>[Cl:40][C:37]1[CH:36]=[CH:35][C:34]([C@H:25]([N:16]2[CH2:15][CH:14]([C@@H:10]([C:5]3[CH:6]=[C:7]([F:9])[CH:8]=[C:3]([F:2])[CH:4]=3)[CH:11]([CH3:13])[CH3:12])[CH2:17]2)[C:26]2[CH:27]=[C:28]([CH:31]=[CH:32][CH:33]=2)[C:29]#[N:30])=[CH:39][CH:38]=1 |f:0.1,2.3.4|. Reported procedure: A mixture of 106 mg (0.5 mmole) of 3-[(1S)-1-(3,5-difluorophenyl)-2-methylpropyl]azetidine hydrochloride from Step 3 and 0.650 g (2 mmole) of Cs2CO3 in 5 mL dry acetonitrile was stirred at rt in a flask fitted with a small Dean-Stark trap. After 15 minutes, 0.306 g (1 mmole) of 3-[bromo(4-chlorophenyl)methyl]benzonitrile was added and the mixture was heated at 60° C. After 18 h, the solution was partitioned between ethyl acetate and water. The layers were separated and the organic layer was drie... The reactants are OCCCCCCCCCCCOC1=CC=C(C(=O)O)C=C1 (4-(11-hydroxyundecanyloxy)benzoic acid), C(C=C)(=O)O (acrylic acid), C1(O)=CC=C(O)C=C1 (hydroquinone). Solvent: C1=CC=CC=C1 (benzene). The product is C(C=C)(=O)OCCCCCCCCCCCOC1=CC=C(C(=O)O)C=C1 (4-(11-acryloyloxyundecanyloxy)benzoic acid). Yield: 38.6%. As a reaction SMILES: [OH:1][CH2:2][CH2:3][CH2:4][CH2:5][CH2:6][CH2:7][CH2:8][CH2:9][CH2:10][CH2:11][CH2:12][O:13][C:14]1[CH:22]=[CH:21][C:17]([C:18]([OH:20])=[O:19])=[CH:16][CH:15]=1.[C:23](O)(=[O:26])[CH:24]=[CH2:25].C1(C=CC(O)=CC=1)O>C1C=CC=CC=1>[C:23]([O:1][CH2:2][CH2:3][CH2:4][CH2:5][CH2:6][CH2:7][CH2:8][CH2:9][CH2:10][CH2:11][CH2:12][O:13][C:14]1[CH:15]=[CH:16][C:17]([C:18]([OH:20])=[O:19])=[CH:21][CH:22]=1)(=[O:26])[CH:24]=[CH2:25]. Reported procedure: 6.4 g of 4-(11-hydroxyundecanyloxy)benzoic acid and 5.8 g of acrylic acid were heat-refluxed in the pressure of hydroquinone in benzene for 80 hours. After distilling off the solvent, the product was purified by column chromatography to obtain 2.9 g of the objective product (yield: 38%).